This data is from the Open Reaction Database (ORD), a public repository of structured organic reaction records. The task is: describe an organic reaction: reactants, conditions, products, and yield The reactants are [OH-].[Na+] (sodium hydroxide), CS(=O)(=O)O[C@H]1[C@@H](C=CC1)CC(=O)[O-] (racemic trans-2-methylsulfonyloxy-4-cyclopentene-1-acetate), O1CCCC1 (tetrahydrofuran). Solvent: O (water). Conditions: temperature 0 celsius, time 1 hour. Product: O[C@@H]1[C@@H](C=CC1)CC(=O)[O-].[Na+] (racemic sodium cis-2-hydroxy-4-cyclopentene-1-acetate), racemic cis-2-hydroxy-4-cyclopentene-1-acetic acid lactone. Reaction SMILES: CS([O:5][C@@H:6]1[CH2:10][CH:9]=[CH:8][C@H:7]1[CH2:11][C:12]([O-:14])=[O:13])(=O)=O.O1CCCC1.[OH-].[Na+:21]>O>[OH:5][C@H:6]1[CH2:10][CH:9]=[CH:8][C@H:7]1[CH2:11][C:12]([O-:14])=[O:13].[Na+:21] |f:2.3,5.6|. Procedure details: To a solution of 0.290 g. (0.00124 mole) of racemic trans-2-methylsulfonyloxy-4-cyclopentene-1-acetate in 10 ml. of tetrahydrofuran and 4 ml. of water at 0° C. was added dropwise, 1.00 ml. (0.0020 mole) of 2 N sodium hydroxide solution. The two-phased solution was vigorously stirred at 0° C. for 1 hr. and at room temperature for 16 hrs. to form racemic sodium cis-2-hydroxy-4-cyclopentene-1-acetate in admixture with racemic cis-2-hydroxy-4-cyclopentene-1-acetic acid lactone. Reactants: C(#N)C1=NC(=C(N=C1C#N)Cl)CCC (2,3-Dicyano-5-chloro-6-n-propylpyrazine), C1(=CC=CC=C1)O (phenol), [OH-].[Na+] (sodium hydroxide), O (water). Run in CC(=O)C (acetone), CC(=O)C (acetone). Run at time 10 minute. Yields the product C(#N)C1=NC(=C(N=C1C#N)OC1=CC=CC=C1)CCC (2,3-dicyano-5-phenoxy-6-propylpyrazine). Isolated yield 56.8%. Reaction SMILES: [C:1]([C:3]1[C:8]([C:9]#[N:10])=[N:7][C:6](Cl)=[C:5]([CH2:12][CH2:13][CH3:14])[N:4]=1)#[N:2].[C:15]1([OH:21])[CH:20]=[CH:19][CH:18]=[CH:17][CH:16]=1.[OH-].[Na+].O>CC(C)=O>[C:1]([C:3]1[C:8]([C:9]#[N:10])=[N:7][C:6]([O:21][C:15]2[CH:20]=[CH:19][CH:18]=[CH:17][CH:16]=2)=[C:5]([CH2:12][CH2:13][CH3:14])[N:4]=1)#[N:2] |f:2.3|. Procedure: 2,3-Dicyano-5-chloro-6-n-propylpyrazine (0.207 g; 0.001 mole) was dissolved in 15 ml of acetone, and a solution prepared from 0.094 g (0.001 mole) of phenol, 0.040 g (0.001 mole) of sodium hydroxide, 0.7 ml of water and 5 ml of acetone was added dropwise over the period of 5 minutes. Then, the mixture was stirred at 5° to 10° C. for 10 minutes. The reaction mixture was worked up in the same way as in Example 9, and recrystallized from benzene to afford 0.150 g (yield 57%) of 2,3-dicyano-5-phenox... Starting materials: OCN1N=NC2=C1C=CC=C2 (1-(hydroxymethyl)benzotriazole), Cl.NO (hydroxylamine hydrochloride). Run in CO (methanol). Run at time 5 hour. Yields the product N1(N=NC2=C1C=CC=C2)CN(O)CN2N=NC1=C2C=CC=C1 (N,N-bis (benzotriazol-1-yl methyl) hydroxylamine). The yield is 54.2%. RXN SMILES: O[CH2:2][N:3]1[C:7]2[CH:8]=[CH:9][CH:10]=[CH:11][C:6]=2[N:5]=[N:4]1.Cl.[NH2:13][OH:14]>CO>[N:3]1([CH2:2][N:13]([CH2:2][N:3]2[C:7]3[CH:8]=[CH:9][CH:10]=[CH:11][C:6]=3[N:5]=[N:4]2)[OH:14])[C:7]2[CH:8]=[CH:9][CH:10]=[CH:11][C:6]=2[N:5]=[N:4]1 |f:1.2|. Reported procedure: To a stirred solution of 1-(hydroxymethyl)benzotriazole (44.8 parts) in 375 parts of methanol at room temperature was added 10.4 parts of hydroxylamine hydrochloride. The reaction mixture was stirred at room temperature for about five hours and then placed in a freezer for about six hours. The precipitated white solid was filtered, washed with cold water and dried in vacuo (in presence of phosphorus pentoxide). The dried product, m.p. 175°-7° C. (reported m.p. 173°-4° C.), 24 parts: was identifi... Starting materials: [Cl-].[NH4+] (ammonium chloride), IC1=NN(C=C1)C (3-iodo-1-methyl-1H-pyrazole), CC1(C(NCC1)=O)C (3,3-dimethylpyrrolidin-2-one), CNCCNC (N1,N2-dimethylethane-1,2-diamine), P(=O)([O-])([O-])[O-].[K+].[K+].[K+] (tripotassium phosphate). Reagents/catalysts: [Cu]I (copper(I) iodide). Solvent: COC1CCCC1 (cyclopentyl methyl ether). Yields the product CC1(C(N(CC1)C1=NN(C=C1)C)=O)C (3,3-dimethyl-1-(1-methyl-1H-pyrazol-3-yl)pyrrolidin-2-one). Isolated yield 91.5%. RXN SMILES: I[C:2]1[CH:6]=[CH:5][N:4]([CH3:7])[N:3]=1.[CH3:8][C:9]1([CH3:15])[CH2:13][CH2:12][NH:11][C:10]1=[O:14].CNCCNC.P([O-])([O-])([O-])=O.[K+].[K+].[K+].[Cl-].[NH4+]>COC1CCCC1.[Cu]I>[CH3:8][C:9]1([CH3:15])[CH2:13][CH2:12][N:11]([C:2]2[CH:6]=[CH:5][N:4]([CH3:7])[N:3]=2)[C:10]1=[O:14] |f:3.4.5.6,7.8|. Procedure: A solution of 3-iodo-1-methyl-1H-pyrazole (200 mg), 3,3-dimethylpyrrolidin-2-one (109 mg), copper(I) iodide (73 mg), N1,N2-dimethylethane-1,2-diamine (0.083 mL) and tripotassium phosphate (408 mg) in cyclopentyl methyl ether (4 mL) was stirred overnight at 120° C. To the reaction mixture was added saturated aqueous ammonium chloride solution, and the mixture was extracted with ethyl acetate. The extract was washed with saturated brine, and dried over anhydrous magnesium sulfate, and the solvent ... Starting materials: [OH-].[Na+] (sodium hydroxide), C(C)(C)(C)NNC(=O)C1=NC=CC=C1 (N'-t-butyl-N-(2-pyridinecarbonyl)hydrazine), BrC1=C(C(=O)Cl)C=CC=C1 (2-bromobenzoyl chloride). Solvent: C1(=CC=CC=C1)C (toluene). Run at temperature 23 celsius, time 8 hour. Product: C(C)(C)(C)N(NC(=O)C1=NC=CC=C1)C(C1=C(C=CC=C1)Br)=O (N'-t-butyl-N-(2-pyridinecarbonyl)-N'-(2-bromobenzoyl)hydrazine). Yield: 49.3%. RXN SMILES: [OH-].[Na+].[C:3]([NH:7][NH:8][C:9]([C:11]1[CH:16]=[CH:15][CH:14]=[CH:13][N:12]=1)=[O:10])([CH3:6])([CH3:5])[CH3:4].[Br:17][C:18]1[CH:26]=[CH:25][CH:24]=[CH:23][C:19]=1[C:20](Cl)=[O:21]>C1(C)C=CC=CC=1>[C:3]([N:7]([C:20](=[O:21])[C:19]1[CH:23]=[CH:24][CH:25]=[CH:26][C:18]=1[Br:17])[NH:8][C:9]([C:11]1[CH:16]=[CH:15][CH:14]=[CH:13][N:12]=1)=[O:10])([CH3:6])([CH3:4])[CH3:5] |f:0.1|. Procedure details: An aqueous solution of sodium hydroxide (1.24 g of 50% NaOH diluted with 5 ml of water) was added to a solution of N'-t-butyl-N-(2-pyridinecarbonyl)hydrazine (1.0 g, 0.00518 mol) in 20 ml of toluene at 23° C. The mixture was cooled and treated with 2-bromobenzoyl chloride (1.137 g, 0.00518 mol). The mixture was then stirred at 23° C. overnight. The solids were removed by filtration, washed with water and dried to afford 0.96 g of N'-t-butyl-N-(2-pyridinecarbonyl)-N'-(2-bromobenzoyl)hydrazine as ... The reactants are Cl (hydrochloric acid), ClCC1=CC(=C(C(=O)OC)C=C1)[N+](=O)[O-] (methyl 4-chloromethyl-2-nitrobenzoate), C[O-].[Na+].CO (sodium methoxide methanol), O (water). The solvent is CO (methanol). The product is COCC1=CC(=C(C(=O)O)C=C1)[N+](=O)[O-] (4-methoxymethyl-2-nitrobenzoic acid). As a reaction SMILES: Cl[CH2:2][C:3]1[CH:12]=[CH:11][C:6]([C:7]([O:9]C)=[O:8])=[C:5]([N+:13]([O-:15])=[O:14])[CH:4]=1.[CH3:16][O-:17].[Na+].CO.O.Cl>CO>[CH3:16][O:17][CH2:2][C:3]1[CH:12]=[CH:11][C:6]([C:7]([OH:9])=[O:8])=[C:5]([N+:13]([O-:15])=[O:14])[CH:4]=1 |f:1.2.3|. Procedure details: A mixture of methyl 4-chloromethyl-2-nitrobenzoate (1.6 g), 28% sodium methoxide-methanol solution (2.5 ml) in methanol [16 ml) was stirred under reflux for 24 hours. To this mixture, water (5 ml) was added and the mixture was stirred for 2 hours, acidified with 1N hydrochloric acid, extracted with ethyl acetate. The combined organic extract was washed with water, dried over magnesium sulfate and evaporated to give 4-methoxymethyl-2-nitrobenzoic acid (0.84 g). Reactants: CN(C)Cc1ccc(CSCCN)o1, C#CCNC(=C[N+](=O)[O-])SC. The product is C#CCNC(=C[N+](=O)[O-])NCCSCc1ccc(CN(C)C)o1. RXN SMILES: [CH3:12][N:13]([CH3:14])[CH2:15][c:16]1[cH:17][cH:18][c:19]([CH2:21][S:22][CH2:23][CH2:24][NH2:25])[o:20]1.[CH3:1][S:2][C:3](=[CH:4][N+:5](=[O:6])[O-:7])[NH:8][CH2:9][C:10]#[CH:11]>>[C:3](=[CH:4][N+:5](=[O:6])[O-:7])([NH:8][CH2:9][C:10]#[CH:11])[NH:25][CH2:24][CH2:23][S:22][CH2:21][c:19]1[cH:18][cH:17][c:16]([CH2:15][N:13]([CH3:12])[CH3:14])[o:20]1. The reactants are COc1ccccc1CCC(=O)O, Cc1ccccc1, O, O, Cc1ccc(S(=O)(=O)CCO)cc1, Cc1ccc(S(=O)(=O)O)cc1. Product: COc1ccccc1CCC(=O)OCCS(=O)(=O)c1ccc(C)cc1. Reaction SMILES: [CH3:1][O:2][c:3]1[c:4]([CH2:9][CH2:10][C:11](=[O:12])[OH:13])[cH:5][cH:6][cH:7][cH:8]1.[CH3:40][c:41]1[cH:42][cH:43][cH:44][cH:45][cH:46]1.[OH2:27].[OH2:39].[c:14]1([CH3:26])[cH:15][cH:16][c:17]([S:20](=[O:21])(=[O:22])[CH2:23][CH2:24][OH:25])[cH:18][cH:19]1.[c:28]1([CH3:29])[cH:30][cH:31][c:32]([S:33]([OH:34])(=[O:35])=[O:36])[cH:37][cH:38]1>>[CH3:1][O:2][c:3]1[c:4]([CH2:9][CH2:10][C:11]([O:12][CH2:24][CH2:23][S:20]([c:17]2[cH:16][cH:15][c:14]([CH3:26])[cH:19][cH:18]2)(=[O:21])=[O:22])=[O:13])[cH:5][cH:6][cH:7][cH:8]1. Starting materials: [C@H]12[C@H](NC[C@@H]2C1)CNC(C(F)(F)F)=O (N-[(1S,2S,5R)-1-(3-Aza-bicyclo[3.1.0]hex-2-yl)methyl]-2,2,2-trifluoro-acetamide), NC=1SC(=C(N1)C(=O)O)C1=CC(=CC=C1)F (2-Amino-5-(3-fluoro-phenyl)-thiazole-4-carboxylic acid). Product: NC=1SC(=C(N1)C(=O)N1[C@@H]([C@H]2C[C@H]2C1)CNC(C(F)(F)F)=O)C1=CC(=CC=C1)F (N-{(1S,2S,5R)-3-[2-Amino-5-(3-fluoro-phenyl)-thiazole-4-carbonyl]-3-aza-bicyclo[3.1.0]hex-2-ylmethyl}-2,2,2-trifluoro-acetamide). Reaction SMILES: [C@H:1]12[CH2:6][C@H:5]1[CH2:4][NH:3][C@@H:2]2[CH2:7][NH:8][C:9](=[O:14])[C:10]([F:13])([F:12])[F:11].[NH2:15][C:16]1[S:17][C:18]([C:24]2[CH:29]=[CH:28][CH:27]=[C:26]([F:30])[CH:25]=2)=[C:19]([C:21](O)=[O:22])[N:20]=1>>[NH2:15][C:16]1[S:17][C:18]([C:24]2[CH:29]=[CH:28][CH:27]=[C:26]([F:30])[CH:25]=2)=[C:19]([C:21]([N:3]2[CH2:4][C@H:5]3[C@H:1]([CH2:6]3)[C@H:2]2[CH2:7][NH:8][C:9](=[O:14])[C:10]([F:12])([F:11])[F:13])=[O:22])[N:20]=1. Reported procedure: prepared by reaction of N-[(1S,2S,5R)-1-(3-Aza-bicyclo[3.1.0]hex-2-yl)methyl]-2,2,2-trifluoro-acetamide with 2-Amino-5-(3-fluoro-phenyl)-thiazole-4-carboxylic acid. LC-MS (basic): tR=0.80 min; [M+H]+=429.2. RXN SMILES: [CH2:2]([Al+:3][CH2:4][CH:5]([CH3:6])[CH3:7])[CH:8]([CH3:9])[CH3:10].[CH3:11][O:12][c:13]1[cH:14][cH:15][c:16]([CH2:19][CH2:20][CH2:21][CH2:22][CH2:23][CH2:24][CH2:25][CH2:26][CH2:27][CH2:28][NH:29][c:30]2[cH:31][cH:32][c:33]([C:34]#[N:35])[cH:36][cH:37]2)[cH:17][cH:18]1.[CH3:38][OH:39].[CH3:45][c:46]1[cH:47][cH:48][cH:49][cH:50][cH:51]1.[H-:1].[S:40]([OH:41])(=[O:42])(=[O:43])[OH:44]>>[CH3:11][O:12][c:13]1[cH:14][cH:15][c:16]([CH2:19][CH2:20][CH2:21][CH2:22][CH2:23][CH2:24][CH2:25][CH2:26][CH2:27][CH2:28][NH:29][c:30]2[cH:31][cH:32][c:33]([CH:34]=[O:41])[cH:36][cH:37]2)[cH:17][cH:18]1. Reactants: CC(C)C[Al+]CC(C)C, COc1ccc(CCCCCCCCCCNc2ccc(C#N)cc2)cc1, CO, Cc1ccccc1, [H-], O=S(=O)(O)O. Product: COc1ccc(CCCCCCCCCCNc2ccc(C=O)cc2)cc1.